This data is from the Open Reaction Database (ORD), a public repository of structured organic reaction records. The task is: describe an organic reaction: reactants, conditions, products, and yield The reactants are O=C(C(=O)OCC)CC(C)=O (ethyl 2,4-dioxovalerate), Cl.NO (hydroxylamine hydrochloride). The solvent is Cl (HCl). Conditions: time 7 hour. Yields the product CC1=NOC(=C1)C(=O)O (3-methylisoxazole-5-carboxylic acid). The yield is 58.7%. As a reaction SMILES: [O:1]=[C:2]([CH2:8][C:9](=O)[CH3:10])[C:3]([O:5]CC)=[O:4].Cl.[NH2:13]O>Cl>[CH3:10][C:9]1[CH:8]=[C:2]([C:3]([OH:5])=[O:4])[O:1][N:13]=1 |f:1.2|. Procedure details: Concentrated HCl (450 ml) was added to ethyl 2,4-dioxovalerate ( 177.8 g, 1.1 mol ) followed by hydroxylamine hydrochloride (103.7 g, 1.68 mol). The reaction mixture was stirred for 7 hours, then allowed to stand for 60 hours. The solvent was removed in vacuo and the residue was chilled on ice. A solid formed which was collected by filtration and washed with cold water. The solid was dissolved in THF (11), the solution was filtered and the solvent was removed in vacuo. The residue was slurried w... The solvent is O (water), CCO (EtOH), C(Cl)Cl (CH2Cl2), O (Water). Procedure details: A solution of NaOH (1.36 g, 34 mmol) in water (35 mL) was added dropwise to a solution of 191 (4.95 g, 24 mmol) in EtOH (100 mL) and CH2Cl2 (30 mL) and the mixture was stirred for 15 h. Water was added to dissolve the white solid and the mixture was extracted with CH2Cl2 (×2) and EtOAc. The aqueous portion was acidified (pH 2) with aqueous HCl (2N) and the resulting precipitate was filtered off, washed with water, and dried in a vacuum desiccator to give 7-cyano-2-naphthoic acid (192) (4.60 g, 9... Isolated yield 97.2%. Starting materials: [OH-].[Na+] (NaOH), C(#N)C1=CC=C2C=CC(=CC2=C1)C(=O)OC (methyl 7-cyano-2-naphthoate). The product is C(#N)C1=CC=C2C=CC(=CC2=C1)C(=O)O (7-cyano-2-naphthoic acid). RXN SMILES: [OH-].[Na+].[C:3]([C:5]1[CH:14]=[C:13]2[C:8]([CH:9]=[CH:10][C:11]([C:15]([O:17]C)=[O:16])=[CH:12]2)=[CH:7][CH:6]=1)#[N:4]>O.CCO.C(Cl)Cl>[C:3]([C:5]1[CH:14]=[C:13]2[C:8]([CH:9]=[CH:10][C:11]([C:15]([OH:17])=[O:16])=[CH:12]2)=[CH:7][CH:6]=1)#[N:4] |f:0.1|. Conditions: time 15 hour. The reactants are [Br-], CCC1CC(=O)C=CN1C(=O)OCc1ccccc1, C1CCOC1, [Mg+]c1ccc(Cl)cc1, [NH4+], [OH-]. Product: CCC1CC(=O)CC(c2ccc(Cl)cc2)N1C(=O)OCc1ccccc1. Reaction SMILES: [Br-:1].[CH2:10]([CH3:11])[CH:12]1[N:13]([C:19](=[O:20])[O:21][CH2:22][c:23]2[cH:24][cH:25][cH:26][cH:27][cH:28]2)[CH:14]=[CH:15][C:16](=[O:18])[CH2:17]1.[CH2:31]1[O:32][CH2:33][CH2:34][CH2:35]1.[Cl:2][c:3]1[cH:4][cH:5][c:6]([Mg+:9])[cH:7][cH:8]1.[NH4+:30].[OH-:29]>>[Cl:2][c:3]1[cH:4][cH:5][c:6]([CH:14]2[N:13]([C:19](=[O:20])[O:21][CH2:22][c:23]3[cH:24][cH:25][cH:26][cH:27][cH:28]3)[CH:12]([CH2:10][CH3:11])[CH2:17][C:16](=[O:18])[CH2:15]2)[cH:7][cH:8]1. Yields the product NC1=NC=CC(=C1[N+](=O)[O-])OC1=CC=C(C=2C=CC=NC12)N (8-((2-Amino-3-nitropyridin-4-yl)oxy)quinolin-5-amine), solid. As a reaction SMILES: Cl.Cl.[NH2:3][C:4]1[CH:13]=[CH:12][C:11]([OH:14])=[C:10]2[C:5]=1[CH:6]=[CH:7][CH:8]=[N:9]2.C([O-])([O-])=O.[K+].[K+].Cl[C:22]1[CH:27]=[CH:26][N:25]=[C:24]([NH2:28])[C:23]=1[N+:29]([O-:31])=[O:30]>CS(C)=O.O>[NH2:28][C:24]1[C:23]([N+:29]([O-:31])=[O:30])=[C:22]([O:14][C:11]2[C:10]3[N:9]=[CH:8][CH:7]=[CH:6][C:5]=3[C:4]([NH2:3])=[CH:13][CH:12]=2)[CH:27]=[CH:26][N:25]=1 |f:0.1.2,3.4.5|. Isolated yield 53.0%. Procedure: To a stirred solution of 5-aminoquinolin-8-ol dihydrochloride (2.00 g, 8.60 mmol) in DMSO (30 mL) under N2 was added K2CO3 (3.79 g, 27.5 mmol) and after 1 hr at RT the mixture was treated with 4-chloro-3-nitropyridin-2-amine (1.34 g, 7.72 mmol) in a single portion. The reaction mixture was heated to 70° C. for 2 hr and was then cooled to RT and diluted with water (500 mL). A precipitate formed which was isolated by filtration, washed with water (2×20 mL) and then dried in vacuo at 40° C. to affo... Run at temperature 70 celsius. The reactants are Cl.Cl.NC1=C2C=CC=NC2=C(C=C1)O (5-aminoquinolin-8-ol dihydrochloride), C(=O)([O-])[O-].[K+].[K+] (K2CO3), ClC1=C(C(=NC=C1)N)[N+](=O)[O-] (4-chloro-3-nitropyridin-2-amine). Solvent: CS(=O)C (DMSO), O (water). Reactants: BrC1=C(SC2=C1CCCC2=O)N2CCOCC2 (3-Bromo-2-(morpholin-4-yl)-5,6-dihydro-1-benzothiophen-7(4H)-one), C1(=CC=CC=C1)B(O)O (phenylboronic acid), C(=O)([O-])[O-].[Na+].[Na+] (Na2CO3). The reagents and catalysts are C=1C=CC(=CC1)[P](C=2C=CC=CC2)(C=3C=CC=CC3)[Pd]([P](C=4C=CC=CC4)(C=5C=CC=CC5)C=6C=CC=CC6)([P](C=7C=CC=CC7)(C=8C=CC=CC8)C=9C=CC=CC9)[P](C=1C=CC=CC1)(C=1C=CC=CC1)C=1C=CC=CC1 (Pd(PPh3)4). The solvent is [Cl-].[Na+].O (brine), COCCOC (DME). Conditions: temperature 85 celsius. Product: N1(CCOCC1)C=1SC2=C(C1C1=CC=CC=C1)CCCC2=O (2-(Morpholin-4-yl)-3-phenyl-5,6-dihydro-1-benzothiophen-7(4H)-one). Isolated yield 19.1%. Reaction SMILES: Br[C:2]1[C:6]2[CH2:7][CH2:8][CH2:9][C:10](=[O:11])[C:5]=2[S:4][C:3]=1[N:12]1[CH2:17][CH2:16][O:15][CH2:14][CH2:13]1.[C:18]1(B(O)O)[CH:23]=[CH:22][CH:21]=[CH:20][CH:19]=1.C([O-])([O-])=O.[Na+].[Na+]>COCCOC.[Cl-].[Na+].O.C1C=CC([P]([Pd]([P](C2C=CC=CC=2)(C2C=CC=CC=2)C2C=CC=CC=2)([P](C2C=CC=CC=2)(C2C=CC=CC=2)C2C=CC=CC=2)[P](C2C=CC=CC=2)(C2C=CC=CC=2)C2C=CC=CC=2)(C2C=CC=CC=2)C2C=CC=CC=2)=CC=1>[N:12]1([C:3]2[S:4][C:5]3[C:10](=[O:11])[CH2:9][CH2:8][CH2:7][C:6]=3[C:2]=2[C:18]2[CH:23]=[CH:22][CH:21]=[CH:20][CH:19]=2)[CH2:17][CH2:16][O:15][CH2:14][CH2:13]1 |f:2.3.4,6.7.8,^1:45,47,66,85|. Reported procedure: To a stirred solution of Example 3 (0.16 g, 0.50 mmol) and Pd(PPh3)4 (0.06 g, 0.05 mmol) in DME (5 mL) was added phenylboronic acid (0.07 g, 0.60 mmol) and aqueous 2M Na2CO3 solution (0.50 mL). The reaction mixture was then heated to 85° C. for 18 h before it was poured into brine (50 mL) and extracted with EtOAc (3×100 mL). The combined organics were dried over MgSO4, filtered and concentrated in vacuo. Purification by column chromatography (SiO2, 1:9 Et2O/DCM) gave the title compound as a whit... The reactants are C([O-])([O-])=O.[K+].[K+] (potassium carbonate), CI (methyl iodide), BrC1=CC=C(C(=C1C(=O)O)F)[C@@H]1CC[C@H](CC1)CCCCC (trans-6-bromo-2-fluoro-3-(4-pentylcyclohexyl)-benzoic acid). Solvent: CC(=O)C (acetone). The product is BrC1=CC=C(C(=C1C(=O)OC)F)C1CCC(CC1)CCCCC (methyl 6-bromo-2-fluoro-3-(4-pentylcyclohexyl)benzoate). Isolated yield 101.6%. As a reaction SMILES: [Br:1][C:2]1[C:7]([C:8]([OH:10])=[O:9])=[C:6]([F:11])[C:5]([C@H:12]2[CH2:17][CH2:16][C@H:15]([CH2:18][CH2:19][CH2:20][CH2:21][CH3:22])[CH2:14][CH2:13]2)=[CH:4][CH:3]=1.[C:23](=O)([O-])[O-].[K+].[K+].CI>CC(C)=O>[Br:1][C:2]1[C:7]([C:8]([O:10][CH3:23])=[O:9])=[C:6]([F:11])[C:5]([CH:12]2[CH2:17][CH2:16][CH:15]([CH2:18][CH2:19][CH2:20][CH2:21][CH3:22])[CH2:14][CH2:13]2)=[CH:4][CH:3]=1 |f:1.2.3|. Procedure: 17.1 g (46.0 mmol) of trans-6-bromo-2-fluoro-3-(4-pentylcyclohexyl)-benzoic acid were dissolved in 70 ml of acetone, 7.66 g (55.4 mmol) of potassium carbonate and 3.14 ml (50.6 mmol) of methyl iodide were added, and the mixture was refluxed overnight. The batch was filtered, and the solvent was distilled off, giving 18 g (100%) of methyl 6-bromo-2-fluoro-3-(4-pentylcyclohexyl)benzoate as a colourless oil, which was reacted further without further purification. Reactants: CC(C(=O)O)=CCCC(=CCCC(=CCCC(=CCCC(=CCCC(C)=O)C)C)C)C (2,6,10,14,18-pentamethyl-22-oxo-2,6,10,14,18-tricosapentaenoic acid), O.N (ammonia water). Yields the product CC(C(=O)N)=CCCC(=CCCC(=CCCC(=CCCC(=CCCC(C)=O)C)C)C)C (2,6,10,14,18-pentamethyl-22-oxo-2,6,10,14,18-tricosapentaenamide). As a reaction SMILES: [CH3:1][C:2](=[CH:6][CH2:7][CH2:8][C:9]([CH3:31])=[CH:10][CH2:11][CH2:12][C:13]([CH3:30])=[CH:14][CH2:15][CH2:16][C:17]([CH3:29])=[CH:18][CH2:19][CH2:20][C:21]([CH3:28])=[CH:22][CH2:23][CH2:24][C:25](=[O:27])[CH3:26])[C:3](O)=[O:4].O.[NH3:33]>>[CH3:1][C:2](=[CH:6][CH2:7][CH2:8][C:9]([CH3:31])=[CH:10][CH2:11][CH2:12][C:13]([CH3:30])=[CH:14][CH2:15][CH2:16][C:17]([CH3:29])=[CH:18][CH2:19][CH2:20][C:21]([CH3:28])=[CH:22][CH2:23][CH2:24][C:25](=[O:27])[CH3:26])[C:3]([NH2:33])=[O:4] |f:1.2|. Reported procedure: Starting materials: 2,6,10,14,18-pentamethyl-22-oxo-2,6,10,14,18-tricosapentaenoic acid and ammonia water (28% ammonia water).